From a dataset of the Open Reaction Database (ORD), a public repository of structured organic reaction records. describe an organic reaction: reactants, conditions, products, and yield Starting materials: C(C)(C)(C)OC(=O)N1C(OC[C@@H]1CCC=1C=NC(=CC1)Cl)(C)C ((S)-4-[2-(6-chloro-pyridin-3-yl)-ethyl]-2,2-dimethyl-oxazolidine-3-carboxylic acid tert-butyl ester), ClC=1C=NC(=NC1)N (5-chloropyrimidin-2-amine), C([O-])([O-])=O.[Cs+].[Cs+] (cesium carbonate). The solvent is O1CCOCC1 (dioxane). Conditions: temperature 100 celsius, time 8 hour. The product is C(C)(C)(C)OC(=O)N1C(OC[C@@H]1CCC=1C=NC(=CC1)NC1=NC=C(C=N1)Cl)(C)C ((S)-4-{2-[6-(5-chloro-pyrimidin-2-ylamino)-pyridin-3-yl]-ethyl}-2,2-dimethyl-oxazolidine-3-carboxylic acid tert-butyl ester). The yield is 34.9%. Reaction SMILES: [C:1]([O:5][C:6]([N:8]1[C@@H:12]([CH2:13][CH2:14][C:15]2[CH:16]=[N:17][C:18](Cl)=[CH:19][CH:20]=2)[CH2:11][O:10][C:9]1([CH3:23])[CH3:22])=[O:7])([CH3:4])([CH3:3])[CH3:2].[Cl:24][C:25]1[CH:26]=[N:27][C:28]([NH2:31])=[N:29][CH:30]=1.C(=O)([O-])[O-].[Cs+].[Cs+]>O1CCOCC1>[C:1]([O:5][C:6]([N:8]1[C@@H:12]([CH2:13][CH2:14][C:15]2[CH:16]=[N:17][C:18]([NH:31][C:28]3[N:29]=[CH:30][C:25]([Cl:24])=[CH:26][N:27]=3)=[CH:19][CH:20]=2)[CH2:11][O:10][C:9]1([CH3:23])[CH3:22])=[O:7])([CH3:4])([CH3:3])[CH3:2] |f:2.3.4|. Procedure: In a pressure tube, (S)-4-[2-(6-chloro-pyridin-3-yl)-ethyl]-2,2-dimethyl-oxazolidine-3-carboxylic acid tert-butyl ester (0.94 g), 5-chloropyrimidin-2-amine (357 mg) and cesium carbonate (1.35 g) were combined with dioxane (5 ml) to give a yellow suspension. The mixture was degassed by bubbling through argon for several minutes. Xantphos (96 mg) and tris(dibenzylideneacetone)dipalladium chloroform complex (86 mg) were then added and the tube was sealed. The reaction mixture was stirred at 100° C.... Reactants: CC(=O)N1CCc2ccc(C(=O)c3ccccc3)cc2C1, Cl. Yields the product O=C(c1ccccc1)c1ccc2c(c1)CNCC2. As a reaction SMILES: [C:1](=[O:2])([CH3:3])[N:4]1[CH2:5][c:6]2[cH:7][c:8]([C:14](=[O:15])[c:16]3[cH:17][cH:18][cH:19][cH:20][cH:21]3)[cH:9][cH:10][c:11]2[CH2:12][CH2:13]1.[ClH:22]>>[NH:4]1[CH2:5][c:6]2[cH:7][c:8]([C:14](=[O:15])[c:16]3[cH:17][cH:18][cH:19][cH:20][cH:21]3)[cH:9][cH:10][c:11]2[CH2:12][CH2:13]1. The reactants are COc1cc(-c2c3ccccc3c(Br)c3sc4ccccc4c23)cc(Br)c1O, Br, O=C(O)C(O)Cc1ccccc1. Product: COc1cc(-c2c3ccccc3c(Br)c3sc4ccccc4c23)cc(Br)c1OC(Cc1ccccc1)C(=O)O. As a reaction SMILES: [Br:1][c:2]1[c:3]([OH:28])[c:4]([O:26][CH3:27])[cH:5][c:6](-[c:8]2[c:9]3[cH:10][cH:11][cH:12][cH:13][c:14]3[c:15]([Br:25])[c:16]3[c:17]2[c:18]2[c:19]([s:20]3)[cH:21][cH:22][cH:23][cH:24]2)[cH:7]1.[Br:41].[OH:29][CH:30]([C:31](=[O:32])[OH:33])[CH2:34][c:35]1[cH:36][cH:37][cH:38][cH:39][cH:40]1>>[Br:1][c:2]1[c:3]([O:28][CH:30]([C:31](=[O:32])[OH:33])[CH2:34][c:35]2[cH:36][cH:37][cH:38][cH:39][cH:40]2)[c:4]([O:26][CH3:27])[cH:5][c:6](-[c:8]2[c:9]3[cH:10][cH:11][cH:12][cH:13][c:14]3[c:15]([Br:25])[c:16]3[c:17]2[c:18]2[c:19]([s:20]3)[cH:21][cH:22][cH:23][cH:24]2)[cH:7]1. As a reaction SMILES: C([O:3][C:4]([C@@H:6]1[C@@H:8]([C:9](=[O:37])[NH:10][C@@H:11]([CH2:31][C:32]2[N:33]=[CH:34][S:35][CH:36]=2)[C:12](=[O:30])[NH:13][CH2:14][C:15]2[N:16]=[N:17][N:18]([C:20]3[CH:25]=[CH:24][C:23]([S:26](=[O:29])(=[O:28])[NH2:27])=[CH:22][CH:21]=3)[CH:19]=2)[O:7]1)=[O:5])C.[Li+].[OH-]>>[O:30]=[C:12]([NH:13][CH2:14][C:15]1[N:16]=[N:17][N:18]([C:20]2[CH:25]=[CH:24][C:23]([S:26](=[O:28])(=[O:29])[NH2:27])=[CH:22][CH:21]=2)[CH:19]=1)[C@@H:11]([NH:10][C:9]([C@H:8]1[O:7][C@@H:6]1[C:4]([OH:5])=[O:3])=[O:37])[CH2:31][C:32]1[N:33]=[CH:34][S:35][CH:36]=1 |f:1.2|. Yields the product O=C([C@H](CC=1N=CSC1)NC(=O)[C@@H]1[C@H](O1)C(=O)O)NCC=1N=NN(C1)C1=CC=C(C=C1)S(N)(=O)=O ((2S,3S)-3-((S)-1-oxo-1-((1-(4-sulfamoylphenyl)-1H-1,2,3-triazol-4-yl)methylamino)-3-(thiazol-4-yl)propan-2-ylcarbamoyl)oxirane-2-carboxylic acid). Starting materials: C(C)OC(=O)[C@H]1O[C@@H]1C(N[C@H](C(NCC=1N=NN(C1)C1=CC=C(C=C1)S(N)(=O)=O)=O)CC=1N=CSC1)=O ((2S,3S)-ethyl-3-((S)-1-oxo-1-((1-(4-sulfamoylphenyl)-1H-1,2,3-triazol-4-yl)methylamino)-3-(thiazol-4-yl)propan-2-ylcarbamoyl)oxirane-2-carboxylate), [Li+].[OH-] (LiOH). Isolated yield 2.8%. Reported procedure: Followed general procedure using: the corresponding peptidomimetic epoxide ethyl ester 42 (30 mg, 0.55 mmol); LiOH (1.3 mg, 0.055 mmol); product goes into aqueous layer during work up. Aqueous layer washed with CH2Cl2 and lyophilized to give the desired product as a white solid (8 mg, 45.1%). 1H NMR (DMSO-d6, 400 MHz): δ 9.00-8.99 (d, 1H, J=1.92 Hz); 8.79-8.76 (t, 1H); 8.70-8.68 (d, 1H, J=8.0 Hz); 8.66 (s, 1H); 8.12-8.01 (m, 4H); 7.55 (s, 2H); 7.36 (s, 1H); 4.70-4.65 (m, 1H); 4.41-4.40 (d, 2H, J...